This data is from the Open Reaction Database (ORD), a public repository of structured organic reaction records. The task is: describe an organic reaction: reactants, conditions, products, and yield Reactants: CC(=O)OC(C)C, C1CC(N2CCCNCC2)C1, ClCc1ccc(Cl)nc1, Cl, Cl, [Na+], [OH-]. The product is O=C(c1ccc(Cl)nc1)N1CCCN(C2CCC2)CC1. RXN SMILES: [C:25]([O:26][CH:27]([CH3:28])[CH3:29])(=[O:30])[CH3:31].[CH:3]1([N:7]2[CH2:8][CH2:9][NH:10][CH2:11][CH2:12][CH2:13]2)[CH2:4][CH2:5][CH2:6]1.[Cl:16][c:17]1[n:18][cH:19][c:20]([CH2:21][Cl:22])[cH:23][cH:24]1.[ClH:1].[ClH:2].[Na+:15].[OH-:14]>>[CH:3]1([N:7]2[CH2:8][CH2:9][N:10]([C:21](=[O:14])[c:20]3[cH:19][n:18][c:17]([Cl:16])[cH:24][cH:23]3)[CH2:11][CH2:12][CH2:13]2)[CH2:4][CH2:5][CH2:6]1. Starting materials: OCC1=CC=C(C2=CC=CC=C12)C(=O)OC (methyl 4-hydroxymethylnaphthoate). Reagents/catalysts: O=[Mn]=O (MnO2). The solvent is ClCCl (dichloromethane). Reaction conditions: time 16 hour. Product: C(=O)C1=CC=C(C2=CC=CC=C12)C(=O)OC (Methyl 4-Formylnaphthoate). As a reaction SMILES: [OH:1][CH2:2][C:3]1[C:12]2[C:7](=[CH:8][CH:9]=[CH:10][CH:11]=2)[C:6]([C:13]([O:15][CH3:16])=[O:14])=[CH:5][CH:4]=1>ClCCl.O=[Mn]=O>[CH:2]([C:3]1[C:12]2[C:7](=[CH:8][CH:9]=[CH:10][CH:11]=2)[C:6]([C:13]([O:15][CH3:16])=[O:14])=[CH:5][CH:4]=1)=[O:1]. Procedure details: To a solution of methyl 4-hydroxymethylnaphthoate above (3.3, 15.3 mmol) in dichloromethane (20 mL) was added MnO2 (6.6 g, 76 mmol). After stirring the dark mixture for 16 hours, the insolubles were filtered through a bed of Celite. Evaporation of the solvent gave the desired product as a white solid in quantitative yield. The reactants are C(C)(=O)OCC(COC(C)=O)C1(C(C(=C(C(=C1C(=O)N)I)N1C(COCC1=O)COC(C)=O)I)C(=O)N)I (2-(acetyloxy-1-[(acetyloxy)methyl]ethyl]-5-[3-[(acetyloxy)methyl]-5-oxo-4-morpholinyl]-2,4,6-triiodo-1,3-benzenedicarboxamide), C[O-].[Na+] (sodium methoxide), [Na] (sodium). The solvent is CO (methanol), CO (methanol). Reaction conditions: time 4 hour. The product is OCC(CO)NC(=O)C1=C(C(=C(C(=C1I)N1C(COCC1=O)CO)I)C(=O)NC(CO)CO)I (N,N'-Bis[2-Hydroxy-1-(hydroxymethyl)ethyl]-5-[3-(hydroxymethyl)-5-oxo-4-morpholinyl]-2,4,6-triiodo-1,3-benzenedicarboxamide). Reaction SMILES: C(OCC([C:12]1([I:38])[C:17]([C:18]([NH2:20])=[O:19])=[C:16]([I:21])[C:15]([N:22]2[C:27](=[O:28])[CH2:26][O:25][CH2:24][CH:23]2[CH2:29][O:30]C(=O)C)=[C:14]([I:34])[CH:13]1[C:35]([NH2:37])=[O:36])COC(=O)C)(=O)C.[CH3:39][O-:40].[Na+].[Na]>CO>[OH:40][CH2:39][CH:17]([NH:37][C:35]([C:13]1[C:14]([I:34])=[C:15]([N:22]2[C:27](=[O:28])[CH2:26][O:25][CH2:24][CH:23]2[CH2:29][OH:30])[C:16]([I:21])=[C:17]([C:18]([NH:20][CH:23]([CH2:29][OH:30])[CH2:24][OH:25])=[O:19])[C:12]=1[I:38])=[O:36])[CH2:18][OH:19] |f:1.2,^1:41|. Procedure: N,N'-Bis[2-(acetyloxy-1-[(acetyloxy)methyl]ethyl]-5-[3-[(acetyloxy)methyl]-5-oxo-4-morpholinyl]-2,4,6-triiodo-1,3-benzenedicarboxamide of example 7c (1.03 g, 1 mmol) was added to a solution of sodium methoxide in methanol, prepared from sodium (23 mg, 1 mmol) and anhydrous methanol (20 ml). The solution was stirred for 4 hours at room temperature. The pH of the solution was then adjusted to 7 by the addition of Dowex-50 (H+) resin. The resin was filtered off and the solvent removed from the filt... Starting materials: CC(C)(C)[Si](C)(C)Cl, CN1CCOCC1, ClCCl, OC1CCOc2ccccc21, c1c[nH]cn1. The product is CC(C)(C)[Si](C)(C)OC1CCOc2ccccc21. RXN SMILES: [C:1]([CH3:2])([CH3:3])([CH3:4])[Si:5]([CH3:6])([CH3:7])[Cl:8].[CH3:20][N:21]1[CH2:22][CH2:23][O:24][CH2:25][CH2:26]1.[Cl:32][CH2:33][Cl:34].[O:9]1[CH2:10][CH2:11][CH:12]([OH:19])[c:13]2[cH:14][cH:15][cH:16][cH:17][c:18]21.[nH:27]1[cH:28][cH:29][n:30][cH:31]1>>[C:1]([CH3:2])([CH3:3])([CH3:4])[Si:5]([CH3:6])([CH3:7])[O:19][CH:12]1[CH2:11][CH2:10][O:9][c:18]2[c:13]1[cH:14][cH:15][cH:16][cH:17]2. Starting materials: CC1(NC(CCC1)(C)C)C.C(C1=CC=CC=C1)OC=1C=C(C=CC1OC)C(O)C1=NC=CN=C1Cl ((3-Benzyloxy-4-methoxyphenyl)-(3-chloropyrazin-2-yl)-methanol 2,2,6,6-Tetramethylpiperidine), [Li]CCCC (n-BuLi), Cl (HCl), C(C1=CC=CC=C1)OC=1C=C(C=O)C=CC1OC (3-benzyloxy-4-methoxybenzaldehyde), ClC1=NC=CN=C1 (chloropyrazine). Run in C1CCOC1 (THF), C1CCOC1 (THF). Conditions: temperature 0 celsius, time 2 hour. Product: C(C1=CC=CC=C1)OC=1C=C(C=CC1OC)C(O)C1=NC=CN=C1Cl ((3-benzyloxy-4-methoxyphenyl)-(3-chloropyrazin-2-yl)-methanol). As a reaction SMILES: CC1(C)CCCC(C)(C)N1.[CH2:11]([O:18][C:19]1[CH:20]=[C:21]([CH:27]([C:29]2[C:34]([Cl:35])=[N:33][CH:32]=[CH:31][N:30]=2)[OH:28])[CH:22]=[CH:23][C:24]=1[O:25][CH3:26])[C:12]1[CH:17]=[CH:16][CH:15]=[CH:14][CH:13]=1.[Li]CCCC.ClC1C=NC=CN=1.C(OC1C=C(C=CC=1OC)C=O)C1C=CC=CC=1.Cl>C1COCC1>[CH2:11]([O:18][C:19]1[CH:20]=[C:21]([CH:27]([C:29]2[C:34]([Cl:35])=[N:33][CH:32]=[CH:31][N:30]=2)[OH:28])[CH:22]=[CH:23][C:24]=1[O:25][CH3:26])[C:12]1[CH:17]=[CH:16][CH:15]=[CH:14][CH:13]=1 |f:0.1|. Procedure details: (3-Benzyloxy-4-methoxyphenyl)-(3-chloropyrazin-2-yl)-methanol 2,2,6,6-Tetramethylpiperidine (1775 μl, 1.2 eq.) was added dropwise over 5 min into the THF (20 ml) solution of n-BuLi (2.5 M in cyclohexane, 4.2 ml, 1.2 eq.), which was cooled in a dry ice/acetone bath. The reaction vessel was removed from the cooling bath and allowed to warm to 0° C. for 15 min, then cooled back to −78° C. and charged with chloropyrazine (780 μl, 8.733 mmol) dropwise over 5 min. The reaction was allowed to react for... Starting materials: N12C[C@H](C(CC1)CC2)NC(=O)C=2C=CC=C1C2N=C(O1)CC1=CC=CC=C1 ((S)—N-(1-azabicyclo[2.2.2]oct-3-yl)-2-benzylbenzoxazole-4-carboxamide), Cl (HCl). Solvent: C(C)OCC (diethyl ether), CO (methanol), C(C)OCC (diethyl ether). Product: Cl.N12C[C@H](C(CC1)CC2)NC(=O)C=2C=CC=C1C2N=C(O1)CC1=CC=CC=C1 ((S)—N-(1-azabicyclo[2.2.2]oct-3-yl)-2-benzylbenzoxazole-4-carboxamide hydrochloride). The yield is 78.0%. RXN SMILES: [N:1]12[CH2:8][CH2:7][CH:4]([CH2:5][CH2:6]1)[C@H:3]([NH:9][C:10]([C:12]1[CH:13]=[CH:14][CH:15]=[C:16]3[O:20][C:19]([CH2:21][C:22]4[CH:27]=[CH:26][CH:25]=[CH:24][CH:23]=4)=[N:18][C:17]=13)=[O:11])[CH2:2]2.[ClH:28]>CO.C(OCC)C>[ClH:28].[N:1]12[CH2:8][CH2:7][CH:4]([CH2:5][CH2:6]1)[C@H:3]([NH:9][C:10]([C:12]1[CH:13]=[CH:14][CH:15]=[C:16]3[O:20][C:19]([CH2:21][C:22]4[CH:27]=[CH:26][CH:25]=[CH:24][CH:23]=4)=[N:18][C:17]=13)=[O:11])[CH2:2]2 |f:4.5|. Procedure details: To a solution of (S)—N-(1-azabicyclo[2.2.2]oct-3-yl)-2-benzylbenzoxazole-4-carboxamide (84 mg, 0.23 mmol) in methanol (1.5 mL) was added a solution of HCl in diethyl ether (1 N, 0.5 mL, 0.5 mmol) at room temperature slowly. The reaction mixture was diluted with diethyl ether. The resulting solid was filtered and washed with diethyl ether to afford (S)—N-(1-azabicyclo[2.2.2]oct-3-yl)-2-benzylbenzoxazole-4-carboxamide hydrochloride (71 mg, 78%) as a white solid: 1H NMR (500 MHz, DMSO-d6) δ 10.05 (... Starting materials: CC(C)c1ccc(-n2nc(C(C)(C)C)cc2NC(=O)c2cncc3cc(Oc4cc(N=[N+]=[N-])ncn4)ccc23)cc1, CO. Yields the product CC(C)c1ccc(-n2nc(C(C)(C)C)cc2NC(=O)c2cncc3cc(Oc4cc(N)ncn4)ccc23)cc1. RXN SMILES: [C:1]([CH3:2])([CH3:3])([CH3:4])[c:5]1[cH:6][c:7]([NH:19][C:20](=[O:21])[c:22]2[cH:23][n:24][cH:25][c:26]3[cH:27][c:28]([O:32][c:33]4[n:34][cH:35][n:36][c:37]([N:39]=[N+:40]=[N-:41])[cH:38]4)[cH:29][cH:30][c:31]23)[n:8](-[c:10]2[cH:11][cH:12][c:13]([CH:16]([CH3:17])[CH3:18])[cH:14][cH:15]2)[n:9]1.[CH3:42][OH:43]>>[C:1]([CH3:2])([CH3:3])([CH3:4])[c:5]1[cH:6][c:7]([NH:19][C:20](=[O:21])[c:22]2[cH:23][n:24][cH:25][c:26]3[cH:27][c:28]([O:32][c:33]4[n:34][cH:35][n:36][c:37]([NH2:39])[cH:38]4)[cH:29][cH:30][c:31]23)[n:8](-[c:10]2[cH:11][cH:12][c:13]([CH:16]([CH3:17])[CH3:18])[cH:14][cH:15]2)[n:9]1. Reactants: COC(=O)c1cccc(CC2COc3ccc(O)cc3C2O)c1, CC(=O)O, [H][H], [OH-], [OH-], [Pd+2]. Product: COC(=O)c1cccc(CC2COc3ccc(O)cc3C2)c1. As a reaction SMILES: [CH3:1][O:2][C:3]([c:4]1[cH:5][c:6]([CH2:10][CH:11]2[CH2:12][O:13][c:14]3[cH:15][cH:16][c:17]([OH:22])[cH:18][c:19]3[CH:20]2[OH:21])[cH:7][cH:8][cH:9]1)=[O:23].[CH3:26][C:27](=[O:28])[OH:29].[H:24][H:25].[OH-:30].[OH-:32].[Pd+2:31]>>[CH3:1][O:2][C:3]([c:4]1[cH:5][c:6]([CH2:10][CH:11]2[CH2:12][O:13][c:14]3[cH:15][cH:16][c:17]([OH:22])[cH:18][c:19]3[CH2:20]2)[cH:7][cH:8][cH:9]1)=[O:23]. Reactants: OC1=C(C(=O)NC2=CC(=CC(=C2)C(F)(F)F)C(F)(F)F)C=C(C=C1)C=CC1=CC=CC=C1 (2-hydroxy-5-phenylethenyl-N-[3,5-bis(trifluoromethyl)-phenyl]benzamide), N1(CCOCC1)C(=O)Cl (morpholine-4-carbonyl chloride), raw materials. Product: O1CCN(CC1)C(=O)OC1=C(C(=O)NC2=CC(=CC(=C2)C(F)(F)F)C(F)(F)F)C=C(C=C1)C=CC1=CC=CC=C1 (2-(Morpholinocarbonyl)oxy-5-phenylethenyl-N-[3,5-bis(trifluoromethyl)phenyl]-benzamide). Isolated yield 99.5%. Reaction SMILES: [OH:1][C:2]1[CH:24]=[CH:23][C:22]([CH:25]=[CH:26][C:27]2[CH:32]=[CH:31][CH:30]=[CH:29][CH:28]=2)=[CH:21][C:3]=1[C:4]([NH:6][C:7]1[CH:12]=[C:11]([C:13]([F:16])([F:15])[F:14])[CH:10]=[C:9]([C:17]([F:20])([F:19])[F:18])[CH:8]=1)=[O:5].[N:33]1([C:39](Cl)=[O:40])[CH2:38][CH2:37][O:36][CH2:35][CH2:34]1>>[O:36]1[CH2:37][CH2:38][N:33]([C:39]([O:1][C:2]2[CH:24]=[CH:23][C:22]([CH:25]=[CH:26][C:27]3[CH:28]=[CH:29][CH:30]=[CH:31][CH:32]=3)=[CH:21][C:3]=2[C:4]([NH:6][C:7]2[CH:8]=[C:9]([C:17]([F:18])([F:19])[F:20])[CH:10]=[C:11]([C:13]([F:14])([F:15])[F:16])[CH:12]=2)=[O:5])=[O:40])[CH2:34][CH2:35]1. Procedure details: Using 2-hydroxy-5-phenylethenyl-N-[3,5-bis(trifluoromethyl)-phenyl]benzamide and morpholine-4-carbonyl chloride as the raw materials, the same operation as the Example 71 gave the title compound. The reactants are COc1ccc(C2CN(Cc3ccccc3)Cc3c2ccc(OC)c3Cl)cc1OC, CCO, Cl. Yields the product COc1ccc(C2CNCc3c2ccc(OC)c3Cl)cc1OC. RXN SMILES: [CH2:1]([c:2]1[cH:3][cH:4][cH:5][cH:6][cH:7]1)[N:8]1[CH2:9][c:10]2[c:11]([Cl:30])[c:12]([O:28][CH3:29])[cH:13][cH:14][c:15]2[CH:16]([c:18]2[cH:19][c:20]([O:26][CH3:27])[c:21]([O:24][CH3:25])[cH:22][cH:23]2)[CH2:17]1.[CH3:32][CH2:33][OH:34].[ClH:31]>>[NH:8]1[CH2:9][c:10]2[c:11]([Cl:30])[c:12]([O:28][CH3:29])[cH:13][cH:14][c:15]2[CH:16]([c:18]2[cH:19][c:20]([O:26][CH3:27])[c:21]([O:24][CH3:25])[cH:22][cH:23]2)[CH2:17]1.